From a dataset of the Open Reaction Database (ORD), a public repository of structured organic reaction records. describe an organic reaction: reactants, conditions, products, and yield As a reaction SMILES: [Br:17][CH2:18][c:19]1[cH:20][cH:21][cH:22][cH:23][cH:24]1.[CH2:3]([CH3:4])[O:5][P:6](=[O:7])([O:8][CH2:9][CH3:10])[CH2:11][C:12](=[O:13])[O:14][CH2:15][CH3:16].[Cl-:25].[H-:1].[NH4+:26].[Na+:2].[O:27]=[CH:28][N:29]([CH3:30])[CH3:31]>>[CH2:3]([CH3:4])[O:5][P:6](=[O:7])([O:8][CH2:9][CH3:10])[CH:11]([C:12](=[O:13])[O:14][CH2:15][CH3:16])[CH2:18][c:19]1[cH:20][cH:21][cH:22][cH:23][cH:24]1. Reactants: BrCc1ccccc1, CCOC(=O)CP(=O)(OCC)OCC, [Cl-], [H-], [NH4+], [Na+], CN(C)C=O. Yields the product CCOC(=O)C(Cc1ccccc1)P(=O)(OCC)OCC. The reactants are C(C)(=O)C=1C(N(C(N(C1C)C1=CC(=CC=C1)C(F)(F)F)=O)C)C1=C(C(=O)NCC#C)C=C(C=C1)C#N (2-[5-Acetyl-3,6-dimethyl-2-oxo-1-(3-trifluoromethyl-phenyl)-1,2,3,4-tetrahydro-pyrimidin-4-yl]-5-cyano-N-prop-2-ynyl-benzamide), C(C)(=O)C=1C(N(C(N(C1C)C1=CC(=CC=C1)C(F)(F)F)=O)C)C1=C(C(=O)NCC#C)C=C(C=C1)C#N (2-[5-Acetyl-3,6-dimethyl-2-oxo-1-(3-trifluoromethyl-phenyl)-1,2,3,4-tetrahydro-pyrimidin-4-yl]-5-cyano-N-prop-2-ynyl-benzamide). Reagents/catalysts: [Au](Cl)(Cl)Cl (gold(III)-chloride). The solvent is ClCCl (dichloromethane). Reaction conditions: time 2 hour. Yields the product C(C)(=O)C=1C(N(C(N(C1C)C1=CC(=CC=C1)C(F)(F)F)=O)C)C1=C(C=C(C#N)C=C1)C=1OC(=CN1)C (4-[5-Acetyl-3,6-dimethyl-2-oxo-1-(3-trifluoromethyl-phenyl)-1,2,3,4-tetrahydro-pyrimidin-4-yl]-3-(5-methyl-oxazol-2-yl)-benzonitrile). Reaction SMILES: [C:1]([C:4]1[CH:5]([C:23]2[CH:34]=[CH:33][C:32]([C:35]#[N:36])=[CH:31][C:24]=2[C:25]([NH:27][CH2:28][C:29]#[CH:30])=[O:26])[N:6]([CH3:22])[C:7](=[O:21])[N:8]([C:11]2[CH:16]=[CH:15][CH:14]=[C:13]([C:17]([F:20])([F:19])[F:18])[CH:12]=2)[C:9]=1[CH3:10])(=[O:3])[CH3:2]>ClCCl.[Au](Cl)(Cl)Cl>[C:1]([C:4]1[CH:5]([C:23]2[CH:34]=[CH:33][C:32]([C:35]#[N:36])=[CH:31][C:24]=2[C:25]2[O:26][C:29]([CH3:30])=[CH:28][N:27]=2)[N:6]([CH3:22])[C:7](=[O:21])[N:8]([C:11]2[CH:16]=[CH:15][CH:14]=[C:13]([C:17]([F:20])([F:18])[F:19])[CH:12]=2)[C:9]=1[CH3:10])(=[O:3])[CH3:2]. Procedure: 2-[5-Acetyl-3,6-dimethyl-2-oxo-1-(3-trifluoromethyl-phenyl)-1,2,3,4-tetrahydro-pyrimidin-4-yl]-5-cyano-N-prop-2-ynyl-benzamide (intermediate 12) (48 mg, 0.097 mmol) is suspended in dichloromethane (2 mL) and degassed with a stream of argon. gold(III)-chloride (1.2 mg, 0.004 mmol) is added and the reaction is shaken at room temperature for 2 h. The solvent is evaporated and the residue is purified by reversed phase HPLC. Yield: 17 mg; ESI mass spectrum [M+H]+=495; Retention time HPLC: 1.09 min (H... Reactants: CC1(OC2=C(C1)C(=C(C(=C2C)C)N)C)CN2CCNCC2 (2,3-dihydro-2,4,6,7-tetramethyl-2-[(1-piperazinyl)methyl]-5-benzofuranamine), C(C1=CC=C(C=C1)OC)(=O)O (p-anisic acid). The product is COC1=CC=C(C(=O)C2N(CCNC2)CC2(OC3=C(C2)C(=C(C(=C3C)C)N)C)C)C=C1 (2,3-Dihydro-2-[[-(4-methoxybenzoyl)-1-piperazinyl]methyl]-2,4,6,7-tetramethyl-5-benzofuranamine). Isolated yield 67.0%. RXN SMILES: [CH3:1][C:2]1([CH2:15][N:16]2[CH2:21][CH2:20][NH:19][CH2:18][CH2:17]2)[CH2:6][C:5]2[C:7]([CH3:14])=[C:8]([NH2:13])[C:9]([CH3:12])=[C:10]([CH3:11])[C:4]=2[O:3]1.[C:22](O)(=[O:31])[C:23]1[CH:28]=[CH:27][C:26]([O:29][CH3:30])=[CH:25][CH:24]=1>>[CH3:30][O:29][C:26]1[CH:27]=[CH:28][C:23]([C:22]([CH:17]2[CH2:18][NH:19][CH2:20][CH2:21][N:16]2[CH2:15][C:2]2([CH3:1])[CH2:6][C:5]3[C:7]([CH3:14])=[C:8]([NH2:13])[C:9]([CH3:12])=[C:10]([CH3:11])[C:4]=3[O:3]2)=[O:31])=[CH:24][CH:25]=1. Procedure details: Using 2,3-dihydro-2,4,6,7-tetramethyl-2-[(1-piperazinyl)methyl]-5-benzofuranamine and p-anisic acid, the procedure of Example 10, presented hereinafter, was otherwise followed to provide the title compound. Yield 67%. Reactants: CC(=O)OC1CCn2c1nc1cc(N)cnc12, CCN=C=NCCCN(C)C, CN(C)C=O, O=C(O)c1cc2cc(F)ccc2n1Cc1cccc(F)c1. The product is CC(=O)OC1CCn2c1nc1cc(NC(=O)c3cc4cc(F)ccc4n3Cc3cccc(F)c3)cnc12. Reaction SMILES: [C:33]([CH3:34])(=[O:35])[O:36][CH:37]1[CH2:38][CH2:39][n:40]2[c:41]1[n:42][c:43]1[c:44]2[n:45][cH:46][c:47]([NH2:49])[cH:48]1.[CH3:22][N:23]([CH3:24])[CH2:25][CH2:26][CH2:27][N:28]=[C:29]=[N:30][CH2:31][CH3:32].[CH3:50][N:51]([CH3:52])[CH:53]=[O:54].[F:1][c:2]1[cH:3][c:4]2[cH:5][c:6]([C:19](=[O:20])[OH:21])[n:7]([CH2:11][c:12]3[cH:13][c:14]([F:18])[cH:15][cH:16][cH:17]3)[c:8]2[cH:9][cH:10]1>>[F:1][c:2]1[cH:3][c:4]2[cH:5][c:6]([C:19](=[O:20])[NH:49][c:47]3[cH:46][n:45][c:44]4[n:40]5[c:41]([n:42][c:43]4[cH:48]3)[CH:37]([O:36][C:33]([CH3:34])=[O:35])[CH2:38][CH2:39]5)[n:7]([CH2:11][c:12]3[cH:13][c:14]([F:18])[cH:15][cH:16][cH:17]3)[c:8]2[cH:9][cH:10]1. Reaction SMILES: [CH2:1]([C:3]1[CH:4]=[C:5]([N:9]([CH3:12])[C:10]#[N:11])[CH:6]=[CH:7][CH:8]=1)[CH3:2].Cl.[CH2:14]([C:16]1[CH:17]=[C:18]([CH:20]=[CH:21][CH:22]=1)[NH2:19])[CH3:15]>ClCCl>[CH2:1]([C:3]1[CH:4]=[C:5]([N:9]([CH3:12])[C:10]([NH:19][C:18]2[CH:20]=[CH:21][CH:22]=[C:16]([CH2:14][CH3:15])[CH:17]=2)=[NH:11])[CH:6]=[CH:7][CH:8]=1)[CH3:2] |f:1.2|. Run at time 2.5 hour. Product: C(C)C=1C=C(C=CC1)N(C(=N)NC1=CC(=CC=C1)CC)C (N,N'-di-(m-ethylphenyl)-N-methylguanidine). Solvent: ClCCl (dichloromethane). The reactants are C(C)C=1C=C(C=CC1)N(C#N)C (N-(m-ethylphenyl)-N-methylcyanamide), Cl.C(C)C=1C=C(N)C=CC1 (m-ethylaniline hydrochloride). Procedure details: A mixture of N-(m-ethylphenyl)-N-methylcyanamide (640 mg, 4 mmol) and m-ethylaniline hydrochloride (630 mg, 4 mmol) was placed in a preheated oil bath at 160° C. for 2.5 hours and then allowed to cool to room temperature. The resulting solid was taken up in dichloromethane and washed with 10% NAOH solution. The organic layer concentrated and the residue was flash chromatographed on SiO2 to give N,N'-di-(m-ethylphenyl)-N-methylguanidine (630 mg, 56%) as a colorless liquid: Isolated yield 56.0%.